Dataset: the Open Reaction Database (ORD), a public repository of structured organic reaction records. Task: describe an organic reaction: reactants, conditions, products, and yield Starting materials: Brc1ccc2c(-c3ccccc3)c3ccccc3c(-c3ccccc3)c2c1, CC(C)(C)P(C(C)(C)C)C(C)(C)C, CC(C)(C)[O-], Cc1ccccc1, [Na+], c1ccc2c(c1)[nH]c1ccccc12. The product is c1ccc(-c2c3ccccc3c(-c3ccccc3)c3cc(-n4c5ccccc5c5ccccc54)ccc23)cc1. RXN SMILES: [Br:1][c:2]1[cH:3][c:4]2[c:5](-[c:22]3[cH:23][cH:24][cH:25][cH:26][cH:27]3)[c:6]3[cH:7][cH:8][cH:9][cH:10][c:11]3[c:12](-[c:16]3[cH:17][cH:18][cH:19][cH:20][cH:21]3)[c:13]2[cH:14][cH:15]1.[C:47]([P:48]([C:49]([CH3:50])([CH3:51])[CH3:52])[C:53]([CH3:54])([CH3:55])[CH3:56])([CH3:57])([CH3:58])[CH3:59].[CH3:41][C:42]([CH3:43])([O-:44])[CH3:45].[CH3:60][c:61]1[cH:62][cH:63][cH:64][cH:65][cH:66]1.[Na+:46].[cH:28]1[cH:29][cH:30][c:31]2[c:32]([cH:33]1)[nH:34][c:35]1[cH:36][cH:37][cH:38][cH:39][c:40]21>>[c:2]1(-[n:34]2[c:32]3[c:31]([cH:30][cH:29][cH:28][cH:33]3)[c:40]3[c:35]2[cH:36][cH:37][cH:38][cH:39]3)[cH:3][c:4]2[c:5](-[c:22]3[cH:23][cH:24][cH:25][cH:26][cH:27]3)[c:6]3[cH:7][cH:8][cH:9][cH:10][c:11]3[c:12](-[c:16]3[cH:17][cH:18][cH:19][cH:20][cH:21]3)[c:13]2[cH:14][cH:15]1. Reactants: C(C)OC(CS(=O)(=O)C1=CC=C(C=C1)OCC#CC)=O ((4-but-2-ynyloxy-benzenesulfonyl)-acetic acid ethyl ester), Cl.N1=CC(=CC=C1)CN(CCCl)CCCl (3-pyridyl methyl [bis(2-chloroethyl)]amine hydrochloride), brown oil. The product is C(C#CC)OC1=CC=C(C=C1)S(=O)(=O)C1(CCN(CC1)CC=1C=NC=CC1)C(=O)OCC (Ethyl 4-{[4-(2-butynyloxy)phenyl]sulfonyl}-1-(3-pyridinylmethyl)-4-piperidine carboxylate). Yield: 5.0%. RXN SMILES: [CH2:1]([O:3][C:4](=[O:20])[CH2:5][S:6]([C:9]1[CH:14]=[CH:13][C:12]([O:15][CH2:16][C:17]#[C:18][CH3:19])=[CH:11][CH:10]=1)(=[O:8])=[O:7])[CH3:2].Cl.[N:22]1[CH:27]=[CH:26][CH:25]=[C:24]([CH2:28][N:29]([CH2:33][CH2:34]Cl)[CH2:30][CH2:31]Cl)[CH:23]=1>>[CH2:16]([O:15][C:12]1[CH:11]=[CH:10][C:9]([S:6]([C:5]2([C:4]([O:3][CH2:1][CH3:2])=[O:20])[CH2:34][CH2:33][N:29]([CH2:28][C:24]3[CH:23]=[N:22][CH:27]=[CH:26][CH:25]=3)[CH2:30][CH2:31]2)(=[O:7])=[O:8])=[CH:14][CH:13]=1)[C:17]#[C:18][CH3:19] |f:1.2|. Reported procedure: Ethyl 4-{[4-(2-butynyloxy)phenyl]sulfonyl}-1-(3-pyridinylmethyl)-4-piperidine carboxylate was prepared according to the general method as outlined in example 1 (step 6), starting from (4-but-2-ynyloxy-benzenesulfonyl)-acetic acid ethyl ester (4 g, 16.9 mmol) and 3-pyridyl methyl [bis(2-chloroethyl)]amine hydrochloride (4.18 g, 18.6 mmol); 370 mg brown oil. Yield 5%; MS: 457.4 (M+H)+ Reactants: COC1=CC=C2CCCC(C2=C1)C(=O)O (7-methoxy-1,2,3,4-tetrahydronaphthalene-1-carboxylic acid), O1COC2=CC(=CC=C12)CNC1=CC=C(C=C1)OC ([(1,3-dioxaindan-5-yl)methyl](4-methoxyphenyl)amine). Product: O1COC2=CC(=CC=C12)CN(C(=O)C1CCCC2=CC=C(C=C12)OC)C1=CC=C(C=C1)OC (N-[(1,3-dioxaindan-5-yl)methyl]-N-(4-methoxyphenyl)-7-methoxy-1,2,3,4-tetrahydronaphthalene-1-carboxamide). Yield: 9.3%. As a reaction SMILES: [CH3:1][O:2][C:3]1[CH:12]=[C:11]2[C:6]([CH2:7][CH2:8][CH2:9][CH:10]2[C:13]([OH:15])=O)=[CH:5][CH:4]=1.[O:16]1[C:24]2[C:19](=[CH:20][C:21]([CH2:25][NH:26][C:27]3[CH:32]=[CH:31][C:30]([O:33][CH3:34])=[CH:29][CH:28]=3)=[CH:22][CH:23]=2)[O:18][CH2:17]1>>[O:16]1[C:24]2[C:19](=[CH:20][C:21]([CH2:25][N:26]([C:27]3[CH:32]=[CH:31][C:30]([O:33][CH3:34])=[CH:29][CH:28]=3)[C:13]([CH:10]3[C:11]4[C:6](=[CH:5][CH:4]=[C:3]([O:2][CH3:1])[CH:12]=4)[CH2:7][CH2:8][CH2:9]3)=[O:15])=[CH:22][CH:23]=2)[O:18][CH2:17]1. Procedure details: By the reaction and treatment in the same manner as in Example 12 using 7-methoxy-1,2,3,4-tetrahydronaphthalene-1-carboxylic acid (0.75 g) and [(1,3-dioxaindan-5-yl)methyl](4-methoxyphenyl)amine (0.93 g) as starting materials, N-[(1,3-dioxaindan-5-yl)methyl]-N-(4-methoxyphenyl)-7-methoxy-1,2,3,4-tetrahydronaphthalene-1-carboxamide (0.15 g) was obtained. Starting materials: C[C@@]1([C@H](C[C@H](OC)O[C@H]1C)NC(C(F)(F)F)=O)O (methyl 2,3,6-trideoxy-4-C-methyl-3-trifluoroacetamido-α-L-lyxo-hexopyranoside). Solvent: C(C)(=O)O (acetic acid), O (water). Yields the product C[C@@]1([C@H](C[C@H](O)O[C@H]1C)NC(C(F)(F)F)=O)O (2,3,6-trideoxy-4-C-methyl-3-trifluoroacetamido-α-L-lyxo-hexopyranose). The yield is 99.8%. RXN SMILES: [CH3:1][C@@:2]1([OH:18])[C@H:9]([CH3:10])[O:8][C@@H:5]([O:6]C)[CH2:4][C@@H:3]1[NH:11][C:12](=[O:17])[C:13]([F:16])([F:15])[F:14]>C(O)(=O)C.O>[CH3:1][C@@:2]1([OH:18])[C@H:9]([CH3:10])[O:8][C@@H:5]([OH:6])[CH2:4][C@@H:3]1[NH:11][C:12](=[O:17])[C:13]([F:16])([F:14])[F:15]. Procedure details: A solution of 1 g (3.7 mmoles) of methyl 2,3,6-trideoxy-4-C-methyl-3-trifluoroacetamido-α-L-lyxo-hexopyranoside (IV-A) in 20 ml of acetic acid and 80 ml of water was reacted at 100° C. for 2 hours. The solution was evaporated and 2,3,6-trideoxy-4-C-methyl-3-trifluoroacetamido-α-L-lyxo-hexopyranose (V-A) (0.95 g; 95%) was obtained as a white solid; m.p. 181°-182° C. [α]D23° =-127° (c=1.0 in methanol). The PMR spectrum (CDCl3 +DMSO-d6) showed, inter alia, absorptions at: 1.05 (s, CH3 --C-4), 1.16 ... Reactants: Br, Cc1c2c(nn1Cc1ccccc1)c(N)nc1ccccc12, CC(=O)O. The product is Cc1[nH]nc2c(N)nc3ccccc3c12. Reaction SMILES: [BrH:23].[CH2:1]([c:2]1[cH:3][cH:4][cH:5][cH:6][cH:7]1)[n:8]1[n:9][c:10]2[c:11]([NH2:22])[n:12][c:13]3[cH:14][cH:15][cH:16][cH:17][c:18]3[c:19]2[c:20]1[CH3:21].[CH3:24][C:25](=[O:26])[OH:27]>>[nH:8]1[n:9][c:10]2[c:11]([NH2:22])[n:12][c:13]3[cH:14][cH:15][cH:16][cH:17][c:18]3[c:19]2[c:20]1[CH3:21]. The reactants are C, CO, N#Cc1cccc(Oc2ccccc2)n1, [Pd]. As a reaction SMILES: [C:18].[CH3:16][OH:17].[O:1]([c:2]1[cH:3][cH:4][cH:5][cH:6][cH:7]1)[c:8]1[cH:9][cH:10][cH:11][c:12]([C:14]#[N:15])[n:13]1.[Pd:19]>>[O:1]([c:2]1[cH:3][cH:4][cH:5][cH:6][cH:7]1)[c:8]1[cH:9][cH:10][cH:11][c:12]([CH2:14][NH2:15])[n:13]1. The product is NCc1cccc(Oc2ccccc2)n1. Reactants: CC(C)(C)N, Cc1ccccc1, CCOC(C)=O, O=C(Cl)C(=O)Cl, [Na+], O=C([O-])O, CN(C)C=O, O=C(O)c1ccc(Cl)cc1. The product is CC(C)(C)NC(=O)c1ccc(Cl)cc1. Reaction SMILES: [CH3:17][C:18]([CH3:19])([CH3:20])[NH2:21].[CH3:27][c:28]1[cH:29][cH:30][cH:31][cH:32][cH:33]1.[CH3:34][CH2:35][O:36][C:37](=[O:38])[CH3:39].[Cl:11][C:12]([C:13]([Cl:14])=[O:15])=[O:16].[Na+:26].[O-:22][C:23]([OH:24])=[O:25].[O:40]=[CH:41][N:42]([CH3:43])[CH3:44].[OH:1][C:2](=[O:3])[c:4]1[cH:5][cH:6][c:7]([Cl:8])[cH:9][cH:10]1>>[C:2](=[O:3])([c:4]1[cH:5][cH:6][c:7]([Cl:8])[cH:9][cH:10]1)[NH:21][C:18]([CH3:17])([CH3:19])[CH3:20]. Reactants: FC1=CC=C(OC2CN(C2)C(=O)Cl)C=C1 (3-(4-fluorophenoxy)-1-azetidine carbonyl chloride), C([O-])([O-])=O.[K+].[K+] (potassium carbonate), NCC=C (3-aminopropylene). Solvent: O (water), O1CCCC1 (tetrahydrofuran). The product is FC1=CC=C(OC2CN(C2)C(=O)NCC=C)C=C1 (3-(4-Fluorophenoxy)-N-(2-propenyl)-1-azetidinecarboxamide). Isolated yield 162.6%. As a reaction SMILES: [F:1][C:2]1[CH:15]=[CH:14][C:5]([O:6][CH:7]2[CH2:10][N:9]([C:11](Cl)=[O:12])[CH2:8]2)=[CH:4][CH:3]=1.C(=O)([O-])[O-].[K+].[K+].[NH2:22][CH2:23][CH:24]=[CH2:25]>O1CCCC1.O>[F:1][C:2]1[CH:15]=[CH:14][C:5]([O:6][CH:7]2[CH2:10][N:9]([C:11]([NH:22][CH2:23][CH:24]=[CH2:25])=[O:12])[CH2:8]2)=[CH:4][CH:3]=1 |f:1.2.3|. Reported procedure: A stirred and cooled (32° C.) mixture of 5.52 g (0.022 mole) of crude 3-(4-fluorophenoxy)-1-azetidine carbonyl chloride and 3 g (0.02 mole) of potassium carbonate in 30 ml of tetrahydrofuran was treated with 1.5 g (0.02 mole) of 3-aminopropylene. The reaction mixture was still exothermic and was stirred for 5 hr as it cooled to ambient temperature. The reaction mixture was diluted with 200 ml of water to produce an oil phase separation. The oil portion was dissolved by extracting with 2×50 ml of... Reactants: O (water), C([O-])([O-])=O.[Na+].[Na+] (sodium carbonate), ClC1=C(C=CC(=C1)C(F)(F)F)O (2-chloro-4-trifluoromethylphenol), ClC1=NC=C(C=C1)[N+](=O)[O-] (2-chloro-5-nitropyridine). Solvent: CS(=O)C (dimethyl sulfoxide), CS(=O)C (dimethyl sulfoxide). Yields the product [N+](=O)([O-])C=1C=NC(=CC1)OC1=C(C=C(C=C1)C(F)(F)F)Cl (3-Nitro-6-(2-chloro-4-trifluoromethylphenoxy)pyridine). Yield: 81.9%. As a reaction SMILES: C(=O)([O-])[O-].[Na+].[Na+].[Cl:7][C:8]1[CH:13]=[C:12]([C:14]([F:17])([F:16])[F:15])[CH:11]=[CH:10][C:9]=1[OH:18].Cl[C:20]1[CH:25]=[CH:24][C:23]([N+:26]([O-:28])=[O:27])=[CH:22][N:21]=1.O>CS(C)=O>[N+:26]([C:23]1[CH:22]=[N:21][C:20]([O:18][C:9]2[CH:10]=[CH:11][C:12]([C:14]([F:16])([F:17])[F:15])=[CH:13][C:8]=2[Cl:7])=[CH:25][CH:24]=1)([O-:28])=[O:27] |f:0.1.2|. Reported procedure: 7.6 g of anhydrous sodium carbonate and 9.8 g of 2-chloro-4-trifluoromethylphenol were added to 20 ml of dimethyl sulfoxide, and a solution having 7.9 g of 2-chloro-5-nitropyridine dissolved in 10 ml of dimethyl sulfoxide was added dropwise thereto at room temperature (i.e., about 20° to 30° C.) while stirring. After completion of the dropwise addition, the mixture was allowed to react at 50° C. for 30 minutes. After completion of the reaction, the reaction product was poured into water, followe...